From a dataset of the Open Reaction Database (ORD), a public repository of structured organic reaction records. describe an organic reaction: reactants, conditions, products, and yield The reactants are C1(=CC=CC=C1)C=1N=CN(C1C1=CC=CC=C1)C1OCCCC1 (4,5-diphenyl-1-(2-tetrahydropyranyl)imidazole), C(CCC)[Li] (n-butyl lithium), O (water), FC(SCl)(F)F (trifluoromethanesulfenyl chloride). Run in C1CCOC1 (THF), CCOCC (ether), CCCCCC (hexane), CCOCC (ether). Run at temperature -78 celsius. Yields the product C1(=CC=CC=C1)C=1N=C(NC1C1=CC=CC=C1)SC(F)(F)F (4,5-Diphenyl-2-trifluoromethylthioimidazole). The yield is 46.8%. RXN SMILES: [C:1]1([C:7]2[N:8]=[CH:9][N:10](C3CCCCO3)[C:11]=2[C:12]2[CH:17]=[CH:16][CH:15]=[CH:14][CH:13]=2)[CH:6]=[CH:5][CH:4]=[CH:3][CH:2]=1.C([Li])CCC.[F:29][C:30]([F:34])([F:33])[S:31]Cl.O>C1COCC1.CCOCC.CCCCCC>[C:1]1([C:7]2[N:8]=[C:9]([S:31][C:30]([F:34])([F:33])[F:29])[NH:10][C:11]=2[C:12]2[CH:17]=[CH:16][CH:15]=[CH:14][CH:13]=2)[CH:6]=[CH:5][CH:4]=[CH:3][CH:2]=1. Procedure details: Under nitrogen and in glassware dried with a heat gun, a solution of 0.9 g (3 mmole) of 4,5-diphenyl-1-(2-tetrahydropyranyl)imidazole in 15 ml THF and 15 ml ether was chilled to -78° C. To the cold solution was added dropwise a solution of 2.5 ml (4 mmole) of 1.6 M n-butyl lithium in hexane in 10 ml ether. The solution was stirred at -78° C., then 0.55 g (4 mmole) of trifluoromethanesulfenyl chloride (TOXIC) was added as a gas. The mixture was stirred at -78° C. for 2 hours, then at RT overnight... Reactants: CCCCCC(=O)CCCCC, NO. The product is CCCCCC(CCCCC)=NO. As a reaction SMILES: [CH3:1][CH2:2][CH2:3][CH2:4][CH2:5][C:6]([CH2:7][CH2:8][CH2:9][CH2:10][CH3:11])=[O:12].[NH2:13][OH:14]>>[CH3:1][CH2:2][CH2:3][CH2:4][CH2:5][C:6]([CH2:7][CH2:8][CH2:9][CH2:10][CH3:11])=[N:13][OH:14]. The reactants are C, CCO, O=C(O)c1ccc(F)cc1[N+](=O)[O-], [Pd]. Yields the product Nc1cc(F)ccc1C(=O)O. RXN SMILES: [C:17].[CH3:14][CH2:15][OH:16].[F:1][c:2]1[cH:3][c:4]([N+:11]([O-:12])=[O:13])[c:5]([C:6](=[O:7])[OH:8])[cH:9][cH:10]1.[Pd:18]>>[F:1][c:2]1[cH:3][c:4]([NH2:11])[c:5]([C:6](=[O:7])[OH:8])[cH:9][cH:10]1. Reported procedure: Sodium (3.5 g, 0.15 mol) was added to methanol (150 mL) carefully. After cooling to room temperature, methyl 2-mercaptoacetate (15.6 g, 0.13 mol) was added. The mixture was stirred for 30 mins at room temperature and a little of NaI and methyl 4-chlorobutanoate 20.0 g, 0.15 mol) were added. The reaction mixture was refluxed over night. After cooling to room temperature, the solvent was removed under reduced pressure, then the residue was dissolved in CH2Cl2 (100 mL). The solution was washed with... Run at time 30 minute. Solvent: CO (methanol). Reactants: [Na] (Sodium), [Na+].[I-] (NaI), ClCCCC(=O)OC (methyl 4-chlorobutanoate), SCC(=O)OC (methyl 2-mercaptoacetate). Product: COC(CSCCCC(=O)OC)=O (Methyl 4-{[2-(methyloxy)-2-oxoethyl]thio}butanoate). Reaction SMILES: [Na].[SH:2][CH2:3][C:4]([O:6][CH3:7])=[O:5].[Na+].[I-].Cl[CH2:11][CH2:12][CH2:13][C:14]([O:16][CH3:17])=[O:15]>CO>[CH3:7][O:6][C:4](=[O:5])[CH2:3][S:2][CH2:11][CH2:12][CH2:13][C:14]([O:16][CH3:17])=[O:15] |f:2.3,^1:0|. Yield: 105.5%.